Dataset: the Open Reaction Database (ORD), a public repository of structured organic reaction records. Task: describe an organic reaction: reactants, conditions, products, and yield As a reaction SMILES: [CH2:1]([c:2]1[cH:3][cH:4][cH:5][cH:6][cH:7]1)[C:8](=[O:9])[NH:10][c:11]1[c:12]([CH2:18][OH:19])[cH:13][cH:14][c:15]([Cl:17])[cH:16]1.[CH3:31][CH2:32][O:33][C:34](=[O:35])[CH3:36].[Cl:37][CH2:38][Cl:39].[O:20]=[Cr:21]([Cl:22])([O-:23])=[O:24].[nH+:25]1[cH:26][cH:27][cH:28][cH:29][cH:30]1>>[CH2:1]([c:2]1[cH:3][cH:4][cH:5][cH:6][cH:7]1)[C:8](=[O:9])[NH:10][c:11]1[c:12]([CH:18]=[O:19])[cH:13][cH:14][c:15]([Cl:17])[cH:16]1. Yields the product O=Cc1ccc(Cl)cc1NC(=O)Cc1ccccc1. The reactants are O=C(Cc1ccccc1)Nc1cc(Cl)ccc1CO, CCOC(C)=O, ClCCl, O=[Cr](=O)([O-])Cl, c1cc[nH+]cc1. The reactants are NC=1C=CC(=NC1)C(=O)O (5-aminopicolinic acid), O=S(Cl)Cl (SOCl2), C(C)O (ethanol). Run at time 8 hour. Yields the product NC=1C=CC(=NC1)C(=O)OCC (ethyl 5-aminopicolinate). Yield: 88.0%. As a reaction SMILES: [NH2:1][C:2]1[CH:3]=[CH:4][C:5]([C:8]([OH:10])=[O:9])=[N:6][CH:7]=1.O=S(Cl)Cl.[CH2:15](O)[CH3:16]>>[NH2:1][C:2]1[CH:3]=[CH:4][C:5]([C:8]([O:10][CH2:15][CH3:16])=[O:9])=[N:6][CH:7]=1. Procedure: To a solution of 5-aminopicolinic acid (13.5 g, 97.7 mmol) in anhydrous ethanol (200 mL) was added SOCl2 (60.0 mL, 504 mmol) dropwise at 0° C. under N2 atmosphere. The resulting mixture was heated at reflux and stirred overnight. The reaction mixture was concentrated in vacuo. The residue was dissolved in a saturated aqueous NaHCO3 solution so that that pH of the solution was approximately pH 9-10. The reaction mixture was extracted with EtOAc (8×250 mL). The combined organic phases were dried o... The reactants are ClC=1N=CC2=C(N(CC(C(N2C)=O)(F)F)C2CCCCC2)N1 (2-chloro-9-cyclohexyl-7,7-difluoro-5-methyl-5,7,8,9-tetrahydro-pyrimido[4,5-b][1,4]diazepin-6-one), O.C=1(C(=CC=CC1)S(=O)(=O)O)C (toluenesulfonic acid monohydrate), NC1=C(C=C(C(=O)NC2CCN(CC2)CC)C=C1)OC (4-amino-N-(1-ethyl-piperidin-4-yl)-3-methoxy-benzamide). The solvent is C(C)(C)O (isopropanol). Yields the product C1(CCCCC1)N1C2=C(N(C(C(C1)(F)F)=O)C)C=NC(=N2)NC2=C(C=C(C(=O)NC1CCN(CC1)CC)C=C2)OC (4-(9-cyclohexyl-7,7-difluoro-5-methyl-6-oxo-6,7,8,9-tetrahydro-5H-pyrimido[4,5-b][1,4]diazepin-2-ylamino)-N-(1-ethyl-piperidin-4-yl)-3-methoxy-benzamide). Yield: 47.8%. As a reaction SMILES: Cl[C:2]1[N:3]=[CH:4][C:5]2[N:11]([CH3:12])[C:10](=[O:13])[C:9]([F:15])([F:14])[CH2:8][N:7]([CH:16]3[CH2:21][CH2:20][CH2:19][CH2:18][CH2:17]3)[C:6]=2[N:22]=1.O.C1(C)C(S(O)(=O)=O)=CC=CC=1.[NH2:35][C:36]1[CH:52]=[CH:51][C:39]([C:40]([NH:42][CH:43]2[CH2:48][CH2:47][N:46]([CH2:49][CH3:50])[CH2:45][CH2:44]2)=[O:41])=[CH:38][C:37]=1[O:53][CH3:54]>C(O)(C)C>[CH:16]1([N:7]2[CH2:8][C:9]([F:15])([F:14])[C:10](=[O:13])[N:11]([CH3:12])[C:5]3[CH:4]=[N:3][C:2]([NH:35][C:36]4[CH:52]=[CH:51][C:39]([C:40]([NH:42][CH:43]5[CH2:44][CH2:45][N:46]([CH2:49][CH3:50])[CH2:47][CH2:48]5)=[O:41])=[CH:38][C:37]=4[O:53][CH3:54])=[N:22][C:6]2=3)[CH2:21][CH2:20][CH2:19][CH2:18][CH2:17]1 |f:1.2|. Procedure details: A mixture of 0.0628 g (0.19 mmole) 2-chloro-9-cyclohexyl-7,7-difluoro-5-methyl-5,7,8,9-tetrahydro-pyrimido[4,5-b][1,4]diazepin-6-one (VII-246), 0.0542 g (0.285 mmole) of toluenesulfonic acid monohydrate, 0.0527 g (0.19 mmole) of 4-amino-N-(1-ethyl-piperidin-4-yl)-3-methoxy-benzamide and 1 mL of isopropanol was heated in a sealed vessel at 140 degrees for 25 hours, cooled and concentrated under reduced pressure. The residue taken up in ethyl acetate and washed successively with 50 mL of saturated... Starting materials: CN(C(C(=O)O)C)C(=O)OC(C)(C)C (2-[methyl-[(2-methylpropan-2-yl)oxycarbonyl]amino]propanoic acid), C1(CCCCC1)N=C=NC1CCCCC1 (N,N′-dicyclohexylcarbodiimide), C1(=CC=CC=C1)C#CC1=CC(=CC(=N1)N)C(F)(F)F (6-(2-phenylethynyl)-4-(trifluoromethyl)pyridin-2-amine), CCN(C(C)C)C(C)C (DIPEA). Solvent: C(Cl)Cl (DCM), CN1CCCC1=O (NMP). Conditions: time 30 minute. Product: CNC(C(=O)NC1=NC(=CC(=C1)C(F)(F)F)C#CC1=CC=CC=C1)C (2-(methylamino)-N-[6-(2-phenylethynyl)-4-(trifluoromethyl)pyridin-2-yl]propanamide). RXN SMILES: C[N:2]([C:8](OC(C)(C)C)=O)[CH:3]([CH3:7])[C:4]([OH:6])=O.C1(N=C=NC2CCCCC2)CCCCC1.[C:30]1([C:36]#[C:37][C:38]2[N:43]=[C:42]([NH2:44])[CH:41]=[C:40]([C:45]([F:48])([F:47])[F:46])[CH:39]=2)[CH:35]=[CH:34][CH:33]=[CH:32][CH:31]=1.CCN(C(C)C)C(C)C>C(Cl)Cl.CN1C(=O)CCC1>[CH3:8][NH:2][CH:3]([CH3:7])[C:4]([NH:44][C:42]1[CH:41]=[C:40]([C:45]([F:47])([F:46])[F:48])[CH:39]=[C:38]([C:37]#[C:36][C:30]2[CH:35]=[CH:34][CH:33]=[CH:32][CH:31]=2)[N:43]=1)=[O:6]. Reported procedure: A mixture of 2-[methyl-[(2-methylpropan-2-yl)oxycarbonyl]amino]propanoic acid (620 mg, 3.05 mmol) and N,N′-dicyclohexylcarbodiimide (315 mg, 1.53 mmol) in DCM (4 ml) is stirred at RT for 30 minutes. This mixture is added to 6-(2-phenylethynyl)-4-(trifluoromethyl)pyridin-2-amine B3b (100 mg, 0.38 mmol) and DIPEA (73 μl; 0.42 mmol) in NMP (5 ml). After stirring for 6 days at 50° C. the reaction mixture is concentrated in vacuo and the boc-protected product purified by NP chromatography. The boc-pr... Reactants: FC1=C(C(=CC=C1)F)NCC(C)C ((2,6-difluorophenyl)(2-methylpropyl)amine), CC1=NOC(=C1COC1=CC=C(C=C1)S(=O)(=O)Cl)C (4-{[(3,5-dimethyl-4-isoxazolyl)methyl]oxy}benzenesulfonyl chloride). Run in N1=CC=CC=C1 (pyridine). Reaction conditions: time 16 hour. Yields the product FC1=C(C(=CC=C1)F)N(S(=O)(=O)C1=CC=C(C=C1)OCC=1C(=NOC1C)C)CC(C)C (N-(2,6-difluorophenyl)-4-{[(3,5-dimethyl-4-isoxazolyl)methyl]oxy}-N-(2-methylpropyl)benzenesulfonamide). RXN SMILES: [F:1][C:2]1[CH:7]=[CH:6][CH:5]=[C:4]([F:8])[C:3]=1[NH:9][CH2:10][CH:11]([CH3:13])[CH3:12].[CH3:14][C:15]1[C:19]([CH2:20][O:21][C:22]2[CH:27]=[CH:26][C:25]([S:28](Cl)(=[O:30])=[O:29])=[CH:24][CH:23]=2)=[C:18]([CH3:32])[O:17][N:16]=1>N1C=CC=CC=1>[F:1][C:2]1[CH:7]=[CH:6][CH:5]=[C:4]([F:8])[C:3]=1[N:9]([CH2:10][CH:11]([CH3:13])[CH3:12])[S:28]([C:25]1[CH:24]=[CH:23][C:22]([O:21][CH2:20][C:19]2[C:15]([CH3:14])=[N:16][O:17][C:18]=2[CH3:32])=[CH:27][CH:26]=1)(=[O:29])=[O:30]. Procedure details: To a solution of (2,6-difluorophenyl)(2-methylpropyl)amine (80 mg, 0.432 mmol) in pyridine (1 mL) was added 4-{[(3,5-dimethyl-4-isoxazolyl)methyl]oxy}benzenesulfonyl chloride (156 mg, 0.518 mmol) and the reaction stood at room temperature, in air, for 16 hours. The solvent was removed in vacuo and the crude then passed through a sulfonic acid (SCX) SPE (solid phase extraction) cartridge eluting with methanol followed by 2M ammonia/methanol solution. The product-containing fractions were concentr... Yields the product C1=CC=CC=2NC3=C(N(CC21)C(=O)C=2C=CC(=NC2)NC(=O)C=2C(=CC=CC2)C2=CC=CC=C2)C=CC=C3 (N-[5-[(5,11-Dihydro-10H-dibenz[b,e][1,4]diazepin-10-yl)carbonyl]-2-pyridinyl][1,1'-biphenyl]-2-carboxamide). Reaction SMILES: [CH:1]1[C:11]2[CH2:10][NH:9][C:8]3[CH:12]=[CH:13][CH:14]=[CH:15][C:7]=3[NH:6][C:5]=2[CH:4]=[CH:3][CH:2]=1.[C:16]1([C:34]2[CH:39]=[CH:38][CH:37]=[CH:36][CH:35]=2)[CH:21]=[CH:20][CH:19]=[CH:18][C:17]=1[C:22]([NH:24][C:25]1[N:30]=[CH:29][C:28]([C:31](Cl)=[O:32])=[CH:27][CH:26]=1)=[O:23]>>[CH:1]1[C:11]2[CH2:10][N:9]([C:31]([C:28]3[CH:27]=[CH:26][C:25]([NH:24][C:22]([C:17]4[C:16]([C:34]5[CH:39]=[CH:38][CH:37]=[CH:36][CH:35]=5)=[CH:21][CH:20]=[CH:19][CH:18]=4)=[O:23])=[N:30][CH:29]=3)=[O:32])[C:8]3[CH:12]=[CH:13][CH:14]=[CH:15][C:7]=3[NH:6][C:5]=2[CH:4]=[CH:3][CH:2]=1. Reported procedure: As described for example 12, 5,11-dihydro-10H-dibenz[b,e][1,4]diazepine is reacted with 6-[([1,1'-biphenyl]-2-ylcarbonyl)amino]-3-pyridinecarbonyl chloride to give the product as a solid. Starting materials: C1=CC=CC=2NC3=C(NCC21)C=CC=C3 (5,11-dihydro-10H-dibenz[b,e][1,4]diazepine), C1(=C(C=CC=C1)C(=O)NC1=CC=C(C=N1)C(=O)Cl)C1=CC=CC=C1 (6-[([1,1'-biphenyl]-2-ylcarbonyl)amino]-3-pyridinecarbonyl chloride). Starting materials: CC(C)=O, CC(=O)O, ClC(Cl)Cl, ClCCl, NCc1ccc(-c2cc(C(F)(F)F)cc3nc(N4CCN(c5ncccc5C(F)(F)F)CC4)[nH]c23)cc1. Product: CC(C)NCc1ccc(-c2cc(C(F)(F)F)cc3nc(N4CCN(c5ncccc5C(F)(F)F)CC4)[nH]c23)cc1. As a reaction SMILES: [CH3:38][C:39]([CH3:40])=[O:41].[CH3:42][C:43](=[O:44])[OH:45].[CH:46]([Cl:47])([Cl:48])[Cl:49].[Cl:50][CH2:51][Cl:52].[F:1][C:2]([c:3]1[cH:4][c:5](-[c:28]2[cH:29][cH:30][c:31]([CH2:32][NH2:33])[cH:34][cH:35]2)[c:6]2[c:7]([n:8][c:9]([N:11]3[CH2:12][CH2:13][N:14]([c:17]4[n:18][cH:19][cH:20][cH:21][c:22]4[C:23]([F:24])([F:25])[F:26])[CH2:15][CH2:16]3)[nH:10]2)[cH:27]1)([F:36])[F:37]>>[F:1][C:2]([c:3]1[cH:4][c:5](-[c:28]2[cH:29][cH:30][c:31]([CH2:32][NH:33][CH:39]([CH3:38])[CH3:40])[cH:34][cH:35]2)[c:6]2[c:7]([n:8][c:9]([N:11]3[CH2:12][CH2:13][N:14]([c:17]4[n:18][cH:19][cH:20][cH:21][c:22]4[C:23]([F:24])([F:25])[F:26])[CH2:15][CH2:16]3)[nH:10]2)[cH:27]1)([F:36])[F:37]. Reactants: O=C([O-])[O-], CCCCOS(C)(=O)=O, CS(C)=O, CCOC(C)=O, [K+], [K+], O=c1c(N2CCNCC2)nccn1CCOc1cc(F)c(F)cc1F, O. Yields the product CCCCN1CCN(c2nccn(CCOc3cc(F)c(F)cc3F)c2=O)CC1. Reaction SMILES: [C:35](=[O:36])([O-:37])[O-:38].[CH2:1]([CH2:2][CH2:3][CH3:4])[O:5][S:6]([CH3:7])(=[O:8])=[O:9].[CH3:42][S:43]([CH3:44])=[O:45].[CH3:46][CH2:47][O:48][C:49]([CH3:50])=[O:51].[K+:39].[K+:40].[N:10]1([c:16]2[c:17](=[O:34])[n:18]([CH2:22][CH2:23][O:24][c:25]3[c:26]([F:33])[cH:27][c:28]([F:32])[c:29]([F:31])[cH:30]3)[cH:19][cH:20][n:21]2)[CH2:11][CH2:12][NH:13][CH2:14][CH2:15]1.[OH2:41]>>[CH2:1]([CH2:2][CH2:3][CH3:4])[N:13]1[CH2:12][CH2:11][N:10]([c:16]2[c:17](=[O:34])[n:18]([CH2:22][CH2:23][O:24][c:25]3[c:26]([F:33])[cH:27][c:28]([F:32])[c:29]([F:31])[cH:30]3)[cH:19][cH:20][n:21]2)[CH2:15][CH2:14]1.